This data is from the Open Reaction Database (ORD), a public repository of structured organic reaction records. The task is: describe an organic reaction: reactants, conditions, products, and yield The reactants are C[Mg]Br (methylmagnesium bromide), solution, CCOCC (ether), BrC1=CC=C(C=C1)C1=CC(=NN1C1=C(C=CC=C1)C(F)(F)F)C(=O)OC (methyl 5-(4-bromophenyl)-1-(2-(trifluoromethyl)phenyl)-1H-pyrazole-3-carboxylate). Run in C1(=CC=CC=C1)C (toluene). The product is BrC1=CC=C(C=C1)C1=CC(=NN1C1=C(C=CC=C1)C(F)(F)F)C(C)(C)O (2-(5-(4-bromophenyl)-1-(2-(trifluoromethyl)phenyl)-1H-pyrazol-3-yl)propan-2-ol). RXN SMILES: [Br:1][C:2]1[CH:7]=[CH:6][C:5]([C:8]2[N:12]([C:13]3[CH:18]=[CH:17][CH:16]=[CH:15][C:14]=3[C:19]([F:22])([F:21])[F:20])[N:11]=[C:10](C(OC)=O)[CH:9]=2)=[CH:4][CH:3]=1.[CH3:27][Mg]Br.CC[O:32][CH2:33][CH3:34]>C1(C)C=CC=CC=1>[Br:1][C:2]1[CH:7]=[CH:6][C:5]([C:8]2[N:12]([C:13]3[CH:18]=[CH:17][CH:16]=[CH:15][C:14]=3[C:19]([F:21])([F:20])[F:22])[N:11]=[C:10]([C:33]([OH:32])([CH3:34])[CH3:27])[CH:9]=2)=[CH:4][CH:3]=1. Reported procedure: To a suspension of methyl 5-(4-bromophenyl)-1-(2-(trifluoromethyl)phenyl)-1H-pyrazole-3-carboxylate (393 mg, 0.9 mmol) in dry toluene (9 mL) stirred at ambient temperature was added methylmagnesium bromide (1.4 mL of a 3.0M solution in ether, 4.2 mmol) dropwise. After 2¼ hours stirring at ambient temperature the reaction mixture was quenched by the addition of saturated ammonium chloride and EtOAc. The aqueous layer was extracted with EtOAc (3×). The combined organic extract were dried over Na2S... The reactants are FC1=C(C=CC=C1)C(N1CCN(CC1)CCC1=C(N=C2N(C1=O)C=CC=C2)C)=NNC2=CC=CC=C2 (3-[2-[4-[(2-fluorophenyl)(2-phenylhydrazono)methyl]-1-piperazinyl]ethyl]-2-methyl-4H-pyrido[1,2-a]pyrimidin-4-one), C([O-])([O-])=O.[K+].[K+] (potassium carbonate), C(CO)O (1,2-ethanediol). Run in O (water). Conditions: time 8 hour. Yields the product CC=1N=C2N(C(C1CCN1CCN(CC1)C1=NN(C3=CC=CC=C13)C1=CC=CC=C1)=O)C=CC=C2 (2-methyl-3-[2-[4-(1-phenyl-1H-indazol-3-yl)-1-piperazinyl]ethyl]-4H-pyrido[1,2-a]pyrimidin-4-one). The yield is 25.5%. As a reaction SMILES: F[C:2]1[CH:7]=[CH:6][CH:5]=[CH:4][C:3]=1[C:8](=[N:29][NH:30][C:31]1[CH:36]=[CH:35][CH:34]=[CH:33][CH:32]=1)[N:9]1[CH2:14][CH2:13][N:12]([CH2:15][CH2:16][C:17]2[C:22](=[O:23])[N:21]3[CH:24]=[CH:25][CH:26]=[CH:27][C:20]3=[N:19][C:18]=2[CH3:28])[CH2:11][CH2:10]1.C(=O)([O-])[O-].[K+].[K+].C(O)CO>O>[CH3:28][C:18]1[N:19]=[C:20]2[CH:27]=[CH:26][CH:25]=[CH:24][N:21]2[C:22](=[O:23])[C:17]=1[CH2:16][CH2:15][N:12]1[CH2:13][CH2:14][N:9]([C:8]2[C:3]3[C:4](=[CH:5][CH:6]=[CH:7][CH:2]=3)[N:30]([C:31]3[CH:36]=[CH:35][CH:34]=[CH:33][CH:32]=3)[N:29]=2)[CH2:10][CH2:11]1 |f:1.2.3|. Reported procedure: A mixture of 2.5 parts of 3-[2-[4-[(2-fluorophenyl)(2-phenylhydrazono)methyl]-1-piperazinyl]ethyl]-2-methyl-4H-pyrido[1,2-a]pyrimidin-4-one, 1 part of potassium carbonate and 27.8 parts of 1,2-ethanediol was stirred overnight at reflux temperature. The reaction mixture was cooled and then poured into water. The product was extracted with dichloromethane. The extract was dried, filtered and evaporated. The residue was purified by column chromatography over silica gel using a mixture of trichlorom... Starting materials: CCOC(=O)C1CC12CCCCC2, CCOC(=O)C1CC12CCCC2. Yields the product O=C(O)C1CC12CCCC2. As a reaction SMILES: [CH:13]1([C:14]([O:15][CH2:16][CH3:17])=[O:18])[C:19]2([CH2:20][CH2:21][CH2:22][CH2:23][CH2:24]2)[CH2:25]1.[CH:1]1([C:8](=[O:9])[O:10][CH2:11][CH3:12])[CH2:2][C:3]12[CH2:4][CH2:5][CH2:6][CH2:7]2>>[CH:1]1([C:8](=[O:9])[OH:10])[CH2:2][C:3]12[CH2:4][CH2:5][CH2:6][CH2:7]2.